This data is from the Open Reaction Database (ORD), a public repository of structured organic reaction records. The task is: describe an organic reaction: reactants, conditions, products, and yield The reactants are C(=O)([O-])[O-].[K+].[K+] (K2CO3), CC1OCCC1 (2-methyltetrahydrofuran), C(C=C)NC(=O)[C@H]1N(CSC1(C)C)C([C@H]([C@H](CC1=CC=CC=C1)NC(=O)C=1C(=C(C=CC1)OC(C)=O)C)O)=O (acetic acid 3-{(1S,2S)-3-[(4R)-4-allylcarbamoyl-5,5-dimethyl-thiazolidin-3-yl]-1-benzyl-2-hydroxy-3-oxo-propylcarbamoyl}-2-methyl-phenyl ester), C(=O)([O-])[O-].[K+].[K+] (K2CO3). Run in CO (MeOH). Conditions: temperature 75 celsius, time 10 minute. The product is C(C=C)NC(=O)[C@H]1N(CSC1(C)C)C([C@H]([C@H](CC1=CC=CC=C1)NC(C1=C(C(=CC=C1)O)C)=O)O)=O ((4R)-3-[(2S,3S)-2-Hydroxy-3-(3-hydroxy-2-methyl-benzoylamino)-4-phenyl-butyryl]-5,5-dimethyl-thiazolidine-4-carboxylic acid allylamide). Yield: 54.5%. Reaction SMILES: C([O-])([O-])=O.[K+].[K+].CC1CCCO1.[CH2:13]([NH:16][C:17]([C@@H:19]1[C:23]([CH3:25])([CH3:24])[S:22][CH2:21][N:20]1[C:26](=[O:51])[C@@H:27]([OH:50])[C@@H:28]([NH:36][C:37]([C:39]1[C:40]([CH3:49])=[C:41]([O:45]C(=O)C)[CH:42]=[CH:43][CH:44]=1)=[O:38])[CH2:29][C:30]1[CH:35]=[CH:34][CH:33]=[CH:32][CH:31]=1)=[O:18])[CH:14]=[CH2:15]>CO>[CH2:13]([NH:16][C:17]([C@@H:19]1[C:23]([CH3:25])([CH3:24])[S:22][CH2:21][N:20]1[C:26](=[O:51])[C@@H:27]([OH:50])[C@@H:28]([NH:36][C:37](=[O:38])[C:39]1[CH:44]=[CH:43][CH:42]=[C:41]([OH:45])[C:40]=1[CH3:49])[CH2:29][C:30]1[CH:35]=[CH:34][CH:33]=[CH:32][CH:31]=1)=[O:18])[CH:14]=[CH2:15] |f:0.1.2|. Procedure: MeOH (330 mL) and K2CO3 (66.9 g; 484 mmol) were sequentially added to a 2-methyltetrahydrofuran solution of crude acetic acid 3-{(1S,2S)-3-[(4R)-4-allylcarbamoyl-5,5-dimethyl-thiazolidin-3-yl]-1-benzyl-2-hydroxy-3-oxo-propylcarbamoyl}-2-methyl-phenyl ester (theoretical amount: 405 g; 731 mmol) in a 3-L flask at room temperature. Two and a half hours later, additional K2CO3 (20 g; 144 mmol) was added. Three hours later the reaction mixture was vacuum-filtered on a pad of Celite, using 4:1 2-methy... The reactants are N1C(=NC2=C1C=CC=C2)C=2C(=NON2)NCCC#N (4-(1H-benzimidazol-2-yl)-furazan-3-yl-N-(2-cyanoethyl)-amine), C([O-])([O-])=O.[K+].[K+] (potassium carbonate), ClC1=CC=C(C(CBr)=O)C=C1 (4-chlorophenacyl bromide). The solvent is CN(C)C=O (DMF), C(C)(=O)OCC (ethyl acetate). Reaction conditions: time 16 hour. Product: ClC1=CC=C(C(CN2C(=NC3=C2C=CC=C3)C=3C(=NON3)NCCC#N)=O)C=C1 (4-[1-(4-Chlorophenacyl)-1H-benzimidazol-2-yl]-furazan-3-yl-N-(2-cyanoethyl)-amine). Reaction SMILES: [NH:1]1[C:5]2[CH:6]=[CH:7][CH:8]=[CH:9][C:4]=2[N:3]=[C:2]1[C:10]1[C:11]([NH:15][CH2:16][CH2:17][C:18]#[N:19])=[N:12][O:13][N:14]=1.C(=O)([O-])[O-].[K+].[K+].[Cl:26][C:27]1[CH:36]=[CH:35][C:30]([C:31](=[O:34])[CH2:32]Br)=[CH:29][CH:28]=1>CN(C=O)C.C(OCC)(=O)C>[Cl:26][C:27]1[CH:36]=[CH:35][C:30]([C:31](=[O:34])[CH2:32][N:3]2[C:4]3[CH:9]=[CH:8][CH:7]=[CH:6][C:5]=3[N:1]=[C:2]2[C:10]2[C:11]([NH:15][CH2:16][CH2:17][C:18]#[N:19])=[N:12][O:13][N:14]=2)=[CH:29][CH:28]=1 |f:1.2.3|. Procedure: A suspension of 4-(1H-benzimidazol-2-yl)-furazan-3-yl-N-(2-cyanoethyl)-amine (0.10 g, 0.39 mmol), potassium carbonate (0.08 g, 0.58 mmol) and 4-chlorophenacyl bromide (0.11 g, 0.47 mmol) in DMF (5 ml) is stirred at room temperature for 16 hours. The reaction mixture is diluted with ethyl acetate, washed with water and dried over sodium sulphate. Filtration of the sodium sulphate, concentration of the filtrate under reduced pressure and chromatography of the residue on silicagel using hexane-ethy... Reactants: Cl.CC1=CC=C(C=C1)C1=CC(CN(C1)C)=O (1,6-dihydro-5-(4-methylphenyl)-1-methyl-3[2H]pyridone hydrochloride), C([O-])(O)=O.[Na+] (sodium bicarbonate), [BH4-].[Na+] (sodium borohydride). Solvent: C(C)O (ethanol). Conditions: time 2 hour. Product: OC1C=C(CN(C1)C)C1=CC=C(C=C1)C (5-Hydroxy-1-methyl-3-(4-methylphenyl)-1,2,5,6-tetrahydropyridine). Isolated yield 58.5%. RXN SMILES: Cl.[CH3:2][C:3]1[CH:8]=[CH:7][C:6]([C:9]2[CH2:14][N:13]([CH3:15])[CH2:12][C:11](=[O:16])[CH:10]=2)=[CH:5][CH:4]=1.C(=O)(O)[O-].[Na+].[BH4-].[Na+]>C(O)C>[OH:16][CH:11]1[CH2:12][N:13]([CH3:15])[CH2:14][C:9]([C:6]2[CH:5]=[CH:4][C:3]([CH3:2])=[CH:8][CH:7]=2)=[CH:10]1 |f:0.1,2.3,4.5|. Procedure: A solution of 1,6-dihydro-5-(4-methylphenyl)-1-methyl-3[2H]pyridone hydrochloride (18 g) in 50% aqueous ethanol (500 ml) was treated with sodium bicarbonate (6.4 g) followed by sodium borohydride (4 g) in portions. After 2 hours, the solvent was removed under reduced pressure and the residue extracted with ether (2×250 ml). Drying (MgSO4) followed by removal of the solvent under vacuum gave an oil which crystallised and was recrystallised from pentane to give the title compound (9 g) m.p. 67°-69... Yields the product CCN(Cc1ccccc1Cl)C(=O)COc1ccc(CCSc2ccccc2C(=O)OC)cc1. Reactants: F[B-](F)(F)F, CCN(C(C)C)C(C)C, COC(=O)c1ccccc1SCCc1ccc(OCC(=O)O)cc1, CCNCc1ccccc1Cl, ClCCl, CN(C)C(On1nnc2ccccc21)=[N+](C)C. RXN SMILES: [B-:36]([F:37])([F:38])([F:39])[F:40].[CH2:58]([N:59]([CH:60]([CH3:61])[CH3:62])[CH:63]([CH3:64])[CH3:65])[CH3:66].[CH3:1][O:2][C:3](=[O:4])[c:5]1[c:6]([S:11][CH2:12][CH2:13][c:14]2[cH:15][cH:16][c:17]([O:18][CH2:19][C:20](=[O:21])[OH:22])[cH:23][cH:24]2)[cH:7][cH:8][cH:9][cH:10]1.[Cl:25][c:26]1[c:27]([CH2:28][NH:29][CH2:30][CH3:31])[cH:32][cH:33][cH:34][cH:35]1.[Cl:67][CH2:68][Cl:69].[n:41]1([O:42][C:43]([N:44]([CH3:45])[CH3:46])=[N+:47]([CH3:48])[CH3:49])[c:50]2[cH:51][cH:52][cH:53][cH:54][c:55]2[n:56][n:57]1>>[CH3:1][O:2][C:3](=[O:4])[c:5]1[c:6]([S:11][CH2:12][CH2:13][c:14]2[cH:15][cH:16][c:17]([O:18][CH2:19][C:20](=[O:22])[N:29]([CH2:28][c:27]3[c:26]([Cl:25])[cH:35][cH:34][cH:33][cH:32]3)[CH2:30][CH3:31])[cH:23][cH:24]2)[cH:7][cH:8][cH:9][cH:10]1.